Dataset: the Open Reaction Database (ORD), a public repository of structured organic reaction records. Task: describe an organic reaction: reactants, conditions, products, and yield Starting materials: CC(C(=O)O)C.CNCC=O (methylaminoacetaldehyde dimethylacetate), ClC1=CC=C(OC(C)C2=NN=C(S2)N=C=O)C=C1 (5-[1-(4-chlorophenoxy)ethyl]-1,3,4-thiadiazol-2-yl isocyanate), C1=CC=CC=C1 (benzene). The product is ClC1=CC=C(OC(C)C2=NN=C(S2)NC(N(CC(OC)OC)C)=O)C=C1 (3-[5-[ 1-(4-chlorophenoxy)ethyl]-1,3,4-thiadiazol-2-yl]-1-methyl-1-(2,2-dimethoxyethyl)urea). Reaction SMILES: CC(C)[C:3](O)=[O:4].[CH3:7][NH:8][CH2:9][CH:10]=[O:11].[Cl:12][C:13]1[CH:29]=[CH:28][C:16]([O:17][CH:18]([C:20]2[S:24][C:23]([N:25]=[C:26]=[O:27])=[N:22][N:21]=2)[CH3:19])=[CH:15][CH:14]=1.[CH:30]1C=CC=CC=1>>[Cl:12][C:13]1[CH:14]=[CH:15][C:16]([O:17][CH:18]([C:20]2[S:24][C:23]([NH:25][C:26](=[O:27])[N:8]([CH3:7])[CH2:9][CH:10]([O:4][CH3:3])[O:11][CH3:30])=[N:22][N:21]=2)[CH3:19])=[CH:28][CH:29]=1 |f:0.1|. Procedure: At ambient temperatures 3.9 grams (0.033 mole) of methylaminoacetaldehyde dimethylacetate was slowly added to a 30 ml. benzene solution containing 9.2 grams (0.033 mole) of the 5-[1-(4-chlorophenoxy)ethyl]-1,3,4-thiadiazol-2-yl isocyanate dimer (prepared above). The resulting solution was refluxed for 30 minutes to form a yellow solution and then cooled and topped with a roto-vac at 60 degrees centigrade to 12.4 grams of a viscous yellow oil which crystallized upon standing. The entire sample wa... Reactants: COc1ccc2c(c1)CCC(=O)CC2, CC#N, O=C(OC(=O)C(F)(F)F)C(F)(F)F, [K+], O=[N+]([O-])[O-]. Product: COc1cc2c(cc1[N+](=O)[O-])CCC(=O)CC2. Reaction SMILES: [CH3:1][O:2][c:3]1[cH:4][cH:5][c:6]2[c:7]([cH:14]1)[CH2:8][CH2:9][C:10](=[O:13])[CH2:11][CH2:12]2.[CH3:33][C:34]#[N:35].[F:15][C:16]([F:17])([F:18])[C:19]([O:20][C:21](=[O:22])[C:23]([F:24])([F:25])[F:26])=[O:27].[K+:28].[O-:29][N+:30]([O-:31])=[O:32]>>[CH3:1][O:2][c:3]1[c:4]([N+:30](=[O:29])[O-:31])[cH:5][c:6]2[c:7]([cH:14]1)[CH2:8][CH2:9][C:10](=[O:13])[CH2:11][CH2:12]2.